From a dataset of the Open Reaction Database (ORD), a public repository of structured organic reaction records. describe an organic reaction: reactants, conditions, products, and yield Run at temperature 0 celsius, time 1 hour. The yield is 78.3%. The product is ONC(CCCCCS(=O)C1=CC=C(C=C1)C1=CC=C(C=C1)Cl)=O (6-(4′-Chloro-biphenyl-4-sulfinyl)-hexanoic acid hydroxyamide). Run in C1CCOC1 (THF). RXN SMILES: C[O:2][C:3](=O)[CH2:4][CH2:5][CH2:6][CH2:7][CH2:8][S:9]([C:11]1[CH:16]=[CH:15][C:14]([C:17]2[CH:22]=[CH:21][C:20]([Cl:23])=[CH:19][CH:18]=2)=[CH:13][CH:12]=1)=[O:10].[NH2:25][OH:26].[OH-].[K+].CO>C1COCC1>[OH:26][NH:25][C:3](=[O:2])[CH2:4][CH2:5][CH2:6][CH2:7][CH2:8][S:9]([C:11]1[CH:16]=[CH:15][C:14]([C:17]2[CH:22]=[CH:21][C:20]([Cl:23])=[CH:19][CH:18]=2)=[CH:13][CH:12]=1)=[O:10] |f:2.3|. Procedure: To a solution of the 6-(4′-chloro-biphenyl-4sulfinyl)-hexanoic acid methyl ester (400 mg, 1.1 mmol) in distilled THF (10 mL) containing 50% aqueous hydroxylamine (0.65 mL, 9.9 mmol) was added at 0° C. a solution of potassium hydroxide in methanol (1.9 mL, 1M, 1.9 mmol) in a dropwise manner. After stirring at 0° C. for 1 h, distilled water (10 mL) was added and the mixture was made neutral by dropwise addition of concentrated hydrochloric acid (10 M) at 0° C. The aqueous solution was extracted wi... Starting materials: COC(CCCCCS(=O)C1=CC=C(C=C1)C1=CC=C(C=C1)Cl)=O (6-(4′-chloro-biphenyl-4sulfinyl)-hexanoic acid methyl ester), NO (hydroxylamine), [OH-].[K+] (potassium hydroxide), CO (methanol). Starting materials: O=C([O-])[O-], CC(C)c1ccccc1C(C)C, [Cu], Cc1ccc(I)cc1, [K+], [K+], c1ccc2c(c1)[nH]c1ccccc12. Product: Cc1ccc(-n2c3ccccc3c3ccccc32)cc1. RXN SMILES: [C:22](=[O:23])([O-:24])[O-:25].[CH:28]([c:29]1[cH:30][cH:31][cH:32][cH:33][c:34]1[CH:35]([CH3:36])[CH3:37])([CH3:38])[CH3:39].[Cu:40].[I:14][c:15]1[cH:16][cH:17][c:18]([CH3:21])[cH:19][cH:20]1.[K+:26].[K+:27].[cH:1]1[cH:2][cH:3][cH:4][c:5]2[c:6]3[cH:7][cH:8][cH:9][cH:10][c:11]3[nH:12][c:13]12>>[cH:1]1[cH:2][cH:3][cH:4][c:5]2[c:6]3[cH:7][cH:8][cH:9][cH:10][c:11]3[n:12](-[c:15]3[cH:16][cH:17][c:18]([CH3:21])[cH:19][cH:20]3)[c:13]12. Reactants: CCCCCCCCCCCCCCCCCCOCC(COC(=O)OCCBr)OC(=O)NC, c1ccncc1. Yields the product [Br-], CCCCCCCCCCCCCCCCCCOCC(COC(=O)OCC[n+]1ccccc1)OC(=O)NC. RXN SMILES: [Br:1][CH2:2][CH2:3][O:4][C:5](=[O:6])[O:7][CH2:8][CH:9]([O:10][C:11]([NH:12][CH3:13])=[O:14])[CH2:15][O:16][CH2:17][CH2:18][CH2:19][CH2:20][CH2:21][CH2:22][CH2:23][CH2:24][CH2:25][CH2:26][CH2:27][CH2:28][CH2:29][CH2:30][CH2:31][CH2:32][CH2:33][CH3:34].[cH:35]1[cH:36][cH:37][n:38][cH:39][cH:40]1>>[Br-:1].[CH2:2]([CH2:3][O:4][C:5](=[O:6])[O:7][CH2:8][CH:9]([O:10][C:11]([NH:12][CH3:13])=[O:14])[CH2:15][O:16][CH2:17][CH2:18][CH2:19][CH2:20][CH2:21][CH2:22][CH2:23][CH2:24][CH2:25][CH2:26][CH2:27][CH2:28][CH2:29][CH2:30][CH2:31][CH2:32][CH2:33][CH3:34])[n+:38]1[cH:37][cH:36][cH:35][cH:40][cH:39]1. The reactants are 56.4, CC1(NC(CCC1)(C)C)C (2,2,6,6-tetramethylpiperidine), BrCCCCCCCC (1-bromooctane). The product is C(CCCCCCC)N1C(CCCC1(C)C)(C)C (1-n-octyl-2,2,6,6-tetramethylpiperidine). RXN SMILES: [CH3:1][C:2]1([CH3:10])[CH2:7][CH2:6][CH2:5][C:4]([CH3:9])([CH3:8])[NH:3]1.Br[CH2:12][CH2:13][CH2:14][CH2:15][CH2:16][CH2:17][CH2:18][CH3:19]>>[CH2:12]([N:3]1[C:4]([CH3:9])([CH3:8])[CH2:5][CH2:6][CH2:7][C:2]1([CH3:10])[CH3:1])[CH2:13][CH2:14][CH2:15][CH2:16][CH2:17][CH2:18][CH3:19]. Procedure: A mixture of 56.4 parts of 2,2,6,6-tetramethylpiperidine and 38.6 parts of 1-bromooctane was heated at 125°-30°C for 120 hours. The cooled reaction mixture was filtered to remove 2,2,6,6-tetramethylpiperidine hydrobromide formed during the reaction. Fractional distillation of the residue gave 1-n-octyl-2,2,6,6-tetramethylpiperidine having a boiling point of 168°C/17 mm of Hg. Reactants: CN1CCCC(CC1)N2C(=O)C=3C=CC=CC3C(=N2)CC=4C=CC(=CC4)Cl (azelastine), C(C(O)C)(=O)O (lactic acid). As a reaction SMILES: [CH3:1][N:2]1[CH2:8][CH2:7][CH:6]([N:9]2[N:19]=[C:18]([CH2:20][C:21]3[CH:22]=[CH:23][C:24]([Cl:27])=[CH:25][CH:26]=3)[C:17]3[CH:16]=[CH:15][CH:14]=[CH:13][C:12]=3[C:10]2=[O:11])[CH2:5][CH2:4][CH2:3]1.[C:28]([OH:33])(=[O:32])[CH:29]([CH3:31])[OH:30]>>[CH3:1][N:2]1[CH2:8][CH2:7][CH:6]([N:9]2[N:19]=[C:18]([CH2:20][C:21]3[CH:26]=[CH:25][C:24]([Cl:27])=[CH:23][CH:22]=3)[C:17]3[CH:16]=[CH:15][CH:14]=[CH:13][C:12]=3[C:10]2=[O:11])[CH2:5][CH2:4][CH2:3]1.[C:28]([O-:33])(=[O:32])[CH:29]([CH3:31])[OH:30] |f:2.3|. Yields the product CN1CCCC(CC1)N2C(=O)C=3C=CC=CC3C(=N2)CC=4C=CC(=CC4)Cl.C(C(O)C)(=O)[O-] (azelastine lactate). Procedure: The pH value of the emulsion is 4.5, the molar ratio azelastine : lactic acid is 1:1.1. The reactants are C(CCC)C1(CCC(CC1)C=1NC2=CC=CC=C2C1CCCCOC(C)=O)N(C)C (Acetic acid 4-[2-(4-butyl-4-dimethylaminocyclohexyl)-1H-indol-3-yl]butyl ester), [Si](C)(C)(C)Cl (Me3SiCl). Solvent: C(C)(=O)OCC (ethyl acetate). Reaction conditions: time 1 hour. Product: Cl.C(C)(=O)OCCCCC1=C(NC2=CC=CC=C12)C1CCC(CC1)(N(C)C)CCCC (4-(2-(4-Butyl-4-(dimethylamino)cyclohexyl)-1H-indol-3-yl)butyl acetate hydrochloride). RXN SMILES: [CH2:1]([C:5]1([N:28]([CH3:30])[CH3:29])[CH2:10][CH2:9][CH:8]([C:11]2[NH:12][C:13]3[C:18]([C:19]=2[CH2:20][CH2:21][CH2:22][CH2:23][O:24][C:25](=[O:27])[CH3:26])=[CH:17][CH:16]=[CH:15][CH:14]=3)[CH2:7][CH2:6]1)[CH2:2][CH2:3][CH3:4].[Si]([Cl:35])(C)(C)C>C(OCC)(=O)C>[ClH:35].[C:25]([O:24][CH2:23][CH2:22][CH2:21][CH2:20][C:19]1[C:18]2[C:13](=[CH:14][CH:15]=[CH:16][CH:17]=2)[NH:12][C:11]=1[CH:8]1[CH2:9][CH2:10][C:5]([CH2:1][CH2:2][CH2:3][CH3:4])([N:28]([CH3:30])[CH3:29])[CH2:6][CH2:7]1)(=[O:27])[CH3:26] |f:3.4|. Procedure details: Acetic acid 4-[2-(4-butyl-4-dimethylaminocyclohexyl)-1H-indol-3-yl]butyl ester (polar diastereomer) (124 mg, 0.3 mmol) was dissolved in ethyl acetate (50 ml). Me3SiCl (76 μl, 0.39 mmol) was then added dropwise at RT and the mixture was stirred for 1 h. A white precipitate precipitated out. The precipitate was filtered off with suction, washed with ethyl acetate (2×5 ml) and then dried. Example 176 (100 mg, m.p. 173-176° C., 74%) was obtained as a white solid. Starting materials: BrCCCBr, C1CCOC1, CC(C)[N-]C(C)C, CI, CN1CCCN(C)C1=O, [Cl-], [Li+], [NH4+], CCOC(=O)Cc1ccccc1. Product: CCOC(=O)C(C)(CCCBr)c1ccccc1. RXN SMILES: [Br:23][CH2:24][CH2:25][CH2:26][Br:27].[CH2:30]1[O:31][CH2:32][CH2:33][CH2:34]1.[CH3:14][CH:15]([N-:16][CH:17]([CH3:18])[CH3:19])[CH3:20].[CH3:21][I:22].[CH3:35][N:36]1[CH2:37][CH2:38][CH2:39][N:40]([CH3:41])[C:42]1=[O:43].[Cl-:28].[Li+:13].[NH4+:29].[c:1]1([CH2:7][C:8](=[O:9])[O:10][CH2:11][CH3:12])[cH:2][cH:3][cH:4][cH:5][cH:6]1>>[c:1]1([C:7]([C:8](=[O:9])[O:10][CH2:11][CH3:12])([CH3:14])[CH2:26][CH2:25][CH2:24][Br:23])[cH:2][cH:3][cH:4][cH:5][cH:6]1. Reactants: COCCO (2-Methoxyethanol), [H-].[Na+] (sodium hydride), BrC1=CC=C(CBr)C=C1 (4-bromobenzyl bromide). Solvent: O (water), CN(C)C=O (DMF). Conditions: temperature 60 celsius, time 12 hour. The product is BrC1=CC=C(COCCOC)C=C1 (1-(4-bromobenzyloxy)-2-methoxyethane). The yield is 66.6%. As a reaction SMILES: [CH3:1][O:2][CH2:3][CH2:4][OH:5].[H-].[Na+].[Br:8][C:9]1[CH:16]=[CH:15][C:12]([CH2:13]Br)=[CH:11][CH:10]=1>CN(C=O)C.O>[Br:8][C:9]1[CH:16]=[CH:15][C:12]([CH2:13][O:5][CH2:4][CH2:3][O:2][CH3:1])=[CH:11][CH:10]=1 |f:1.2|. Procedure details: 2-Methoxyethanol (5.0 g) was added to a stirred suspension of sodium hydride (2.64 g of a 60% mineral oil suspension) in DMF (200 ml) at ambient temperature and under an atmosphere of argon. The stirred mixture was heated to 60° C. and then cooled to 5° C. Solid 4-bromobenzyl bromide (15 g) was added in one portion. The mixture was stirred for 12 hours at ambient temperature, then for 1 hour at 60° C. and cooled. The mixture was diluted with iced water (600 ml) and extracted with ethyl acetate (...